From a dataset of the Open Reaction Database (ORD), a public repository of structured organic reaction records. describe an organic reaction: reactants, conditions, products, and yield Starting materials: COC=1C=C(C(=O)C2=C(OC3=C2C=CC=C3)C3=CC=CC=C3)C=CC1 (3-(3-methoxybenzoyl)-2-phenylbenzofuran), OC=1C=C(C(=O)C2=C(OC3=C2C=CC=C3)C3=CC=CC=C3)C=CC1 (3-(3-hydroxybenzoyl)-2-phenylbenzofuran), C(C)N(CCCCl)CC (3-diethylaminopropyl chloride). Yields the product C(C)N(CCCOC=1C=C(C(=O)C2=C(OC3=C2C=CC=C3)C3=CC=CC=C3)C=CC1)CC (3-[3-(3-Diethylaminopropoxy)benzoyl]-2-phenylbenzofuran). Reaction SMILES: [CH3:1][O:2][C:3]1[CH:4]=[C:5]([CH:23]=[CH:24][CH:25]=1)[C:6]([C:8]1[C:12]2[CH:13]=[CH:14][CH:15]=[CH:16][C:11]=2[O:10][C:9]=1[C:17]1[CH:22]=[CH:21][CH:20]=[CH:19][CH:18]=1)=[O:7].OC1C=C(C=CC=1)C(C1C2C=CC=CC=2OC=1C1C=CC=CC=1)=O.[CH2:50]([N:52]([CH2:57][CH3:58])[CH2:53][CH2:54]CCl)[CH3:51]>>[CH2:50]([N:52]([CH2:57][CH3:58])[CH2:53][CH2:54][CH2:1][O:2][C:3]1[CH:4]=[C:5]([CH:23]=[CH:24][CH:25]=1)[C:6]([C:8]1[C:12]2[CH:13]=[CH:14][CH:15]=[CH:16][C:11]=2[O:10][C:9]=1[C:17]1[CH:18]=[CH:19][CH:20]=[CH:21][CH:22]=1)=[O:7])[CH3:51]. Procedure details: Demethylation of 3-(3-methoxybenzoyl)-2-phenylbenzofuran followed by reaction of 3-(3-hydroxybenzoyl)-2-phenylbenzofuran with 3-diethylaminopropyl chloride as described in Example 1 gives the title compound. Starting materials: C1CCOC1, CON=C(c1cc(C)on1)c1ccccc1CO, FC(F)(F)c1cc(Cl)cnc1Cl, [H-], [Na+], O. The product is CON=C(c1cc(C)on1)c1ccccc1COc1ncc(Cl)cc1C(F)(F)F. Reaction SMILES: [CH2:1]1[O:2][CH2:3][CH2:4][CH2:5]1.[CH3:20][O:21][N:22]=[C:23]([c:24]1[c:25]([CH2:30][OH:31])[cH:26][cH:27][cH:28][cH:29]1)[c:32]1[n:33][o:34][c:35]([CH3:37])[cH:36]1.[Cl:6][c:7]1[n:8][cH:9][c:10]([Cl:17])[cH:11][c:12]1[C:13]([F:14])([F:15])[F:16].[H-:18].[Na+:19].[OH2:38]>>[c:7]1([O:31][CH2:30][c:25]2[c:24]([C:23](=[N:22][O:21][CH3:20])[c:32]3[n:33][o:34][c:35]([CH3:37])[cH:36]3)[cH:29][cH:28][cH:27][cH:26]2)[n:8][cH:9][c:10]([Cl:17])[cH:11][c:12]1[C:13]([F:14])([F:15])[F:16]. The reactants are C1N(CCC=2NC=3C=CC=CC3C21)C(=O)OCC (ethyl 1,3,4,5-tetrahydro-2H-pyrido[4,3-b]indole-2-carboxylate). Reagents/catalysts: [Ni] (Raney nickel). Solvent: N.CO (NH3 CH3OH). Reaction conditions: temperature 0 celsius. Product: C1N(CC[C@H]2NC=3C=CC=CC3[C@H]21)C(=O)OCC ((±)-ethyl cis-1,3,4,4a,5,9b-hexahydro-2H-pyrido[4,3-b]indole-2-carboxylate). The yield is 69.1%. As a reaction SMILES: [CH2:1]1[C:13]2[C:12]3[CH:11]=[CH:10][CH:9]=[CH:8][C:7]=3[NH:6][C:5]=2[CH2:4][CH2:3][N:2]1[C:14]([O:16][CH2:17][CH3:18])=[O:15]>N.CO.[Ni]>[CH2:1]1[C@H:13]2[C@H:5]([NH:6][C:7]3[CH:8]=[CH:9][CH:10]=[CH:11][C:12]=32)[CH2:4][CH2:3][N:2]1[C:14]([O:16][CH2:17][CH3:18])=[O:15] |f:1.2|. Procedure: A mixture of ethyl 1,3,4,5-tetrahydro-2H-pyrido[4,3-b]indole-2-carboxylate (49.2 g), prepared as described in J. Med. Chem. 23:635-643 (1980), in NH3 /CH3OH (400 ml) was hydrogenated with Raney nickel (5 g) as a catalyst. The mixture was cooled and the catalyst was filtered off. The filtrate was evaporated. The residue was dissolved in anhydrous diethyl ether (600 ml) and HCl(g) was allowed to bubble through the solution for 30 minutes. The resulting precipitate was filtered off, dissolved in wa... Starting materials: [C-]#N.[Na+] (sodium cyanide), ClCC1=CC=C(C=C1)O (p-CHLOROMETHYL PHENOL), ClCC1=CC=C(C=C1)O (p-chloromethyl phenol). Run in CO (methanol). Product: C(#N)CC=1C=CC(=CC1)O (α-cyano-p-cresol). The yield is 45.0%. As a reaction SMILES: [C-:1]#[N:2].[Na+].Cl[CH2:5][C:6]1[CH:11]=[CH:10][C:9]([OH:12])=[CH:8][CH:7]=1>CO>[C:1]([CH2:5][C:6]1[CH:11]=[CH:10][C:9]([OH:12])=[CH:8][CH:7]=1)#[N:2] |f:0.1|. Procedure: A solution of p-chloromethyl phenol in acetonitrile (Example 12) was reacted with equimolar sodium cyanide in excess methanol (800 parts methanol/mole sodium cyanide) and the reaction mixture was refluxed for one hour. The oil after solvent evaporation (washed as in Experiment 18) was fractionated to yield 45% of α-cyano-p-cresol (b.p. 50°-155°/1 mm. of mercury; M.P. 68°-70°). Infrared spectra confirmed the identity of the product. The reactants are FC=1C=C(C=CC1OC)C=1C=C(C(NN1)=O)C(=O)OC (6-(3-fluoro-4-methoxyphenyl)-4-methoxycarbonyl-2H-pyridazin-3-one), FC1=CC=C(CCl)C=C1 (4-fluorobenzyl chloride). The product is FC1=CC=C(CN2N=C(C=C(C2=O)C(=O)OC)C2=CC(=C(C=C2)OC)F)C=C1 (2-(4-fluorobenzyl)-6-(3-fluoro-4-methoxyphenyl)-4-methoxycarbonyl-2H-pyridazin-3-one). The yield is 86.6%. RXN SMILES: [F:1][C:2]1[CH:3]=[C:4]([C:10]2[CH:11]=[C:12]([C:17]([O:19][CH3:20])=[O:18])[C:13](=[O:16])[NH:14][N:15]=2)[CH:5]=[CH:6][C:7]=1[O:8][CH3:9].[F:21][C:22]1[CH:29]=[CH:28][C:25]([CH2:26]Cl)=[CH:24][CH:23]=1>>[F:21][C:22]1[CH:29]=[CH:28][C:25]([CH2:26][N:14]2[C:13](=[O:16])[C:12]([C:17]([O:19][CH3:20])=[O:18])=[CH:11][C:10]([C:4]3[CH:5]=[CH:6][C:7]([O:8][CH3:9])=[C:2]([F:1])[CH:3]=3)=[N:15]2)=[CH:24][CH:23]=1. Procedure: Following the procedure of Example 1(6), 6-(3-fluoro-4-methoxyphenyl)-4-methoxycarbonyl-2H-pyridazin-3-one and 4-fluorobenzyl chloride were reacted to yield the title compound as a slightly-yellow crystalline powder (yield: 86.6%). Starting materials: C(C)OCCOC1=CC=C(C(=O)O)C=C1 (p-ethoxyethoxy benzoic acid), S(=O)(Cl)Cl (thionyl chloride). Solvent: O1CCOCC1 (dioxane). Yields the product C(C)OCCOC1=CC=C(C(=O)Cl)C=C1 (p-ethoxyethoxybenzoic chloride). Reaction SMILES: [CH2:1]([O:3][CH2:4][CH2:5][O:6][C:7]1[CH:15]=[CH:14][C:10]([C:11](O)=[O:12])=[CH:9][CH:8]=1)[CH3:2].S(Cl)([Cl:18])=O>O1CCOCC1>[CH2:1]([O:3][CH2:4][CH2:5][O:6][C:7]1[CH:15]=[CH:14][C:10]([C:11]([Cl:18])=[O:12])=[CH:9][CH:8]=1)[CH3:2]. Procedure details: A mixture of 7.2 g. of p-ethoxyethoxy benzoic acid, 50 ml. of dioxane and 12.2 g. of thionyl chloride was refluxed at 70° to 80° C. for 2 hours. After the reaction, excess of thionyl chloride and the solvent were recovered by a rotary evaporator to obtain a crude p-ethoxyethoxybenzoic chloride as a residue. The crude p-ethoxyethoxybenzoic acid chloride was dissolved in 70 ml. of acetone and then, a mixture of 6.6 g. of 2,3-dichloroaniline and 4.1 g. of triethylamine was added dropwise with stirr... Reactants: C(CCCC)C1=CCC(CC1)C(=O)O (4-pentyl-3-cyclohexen-l-carboxylic acid), [Li] (lithium), [H-] (hydride), Cl (HCl). Solvent: O (water), O1CCCC1 (tetrahydrofuran), O1CCCC1 (THF), O1CCCC1 (THF). The product is C(CCCC)C1=CCC(CC1)CO (4-pentyl-3-cyclohexen-1-methanol). As a reaction SMILES: [CH2:1]([C:6]1[CH2:11][CH2:10][CH:9]([C:12](O)=[O:13])[CH2:8][CH:7]=1)[CH2:2][CH2:3][CH2:4][CH3:5].[Li].[H-].Cl>O1CCCC1.O>[CH2:1]([C:6]1[CH2:11][CH2:10][CH:9]([CH2:12][OH:13])[CH2:8][CH:7]=1)[CH2:2][CH2:3][CH2:4][CH3:5] |^1:14|. Procedure: A solution of 4-pentyl-3-cyclohexen-l-carboxylic acid (3.4 g) in tetrahydrofurn (THF; 55 ml) was added dropwise to a cold (0° C.) solution of lithium aluminim hydride (1.37 g) in tetrahydrofuran (THF, 55 ml), in a flask equipped with a condenser. The reaction mixture was stirred at room temperature for at least three hours, re-cooled to 0° C., and water (8 ml) was then added dropwise. An additional 55 ml of THF was added, and the reaction mixture stirred for three hours. The reaction mixture was...